This data is from the Open Reaction Database (ORD), a public repository of structured organic reaction records. The task is: describe an organic reaction: reactants, conditions, products, and yield Reactants: CC=1C(=C(C2=CC=C(C=C2C1)OC)OC1=CC=C(C=O)C=C1)C1=CC=CC=C1 (4-{[3-Methyl-6-(methyloxy)-2-phenyl-1-naphthalenyl]oxy}benzaldehyde), S(N)(O)(=O)=O (sulfamic acid), Cl(=O)[O-].[Na+] (sodium chlorite). Run in CC(=O)C.O (acetone water). Conditions: time 5 minute. Yields the product CC=1C(=C(C2=CC=C(C=C2C1)OC)OC1=CC=C(C(=O)O)C=C1)C1=CC=CC=C1 (4-{[3-methyl-6-(methyloxy)-2-phenyl-1-naphthalenyl]oxy}benzoic acid). The yield is 94.6%. RXN SMILES: [CH3:1][C:2]1[C:3]([C:23]2[CH:28]=[CH:27][CH:26]=[CH:25][CH:24]=2)=[C:4]([O:14][C:15]2[CH:22]=[CH:21][C:18]([CH:19]=[O:20])=[CH:17][CH:16]=2)[C:5]2[C:10]([CH:11]=1)=[CH:9][C:8]([O:12][CH3:13])=[CH:7][CH:6]=2.S(=O)(=O)([OH:31])N.Cl([O-])=O.[Na+]>CC(C)=O.O>[CH3:1][C:2]1[C:3]([C:23]2[CH:28]=[CH:27][CH:26]=[CH:25][CH:24]=2)=[C:4]([O:14][C:15]2[CH:22]=[CH:21][C:18]([C:19]([OH:31])=[O:20])=[CH:17][CH:16]=2)[C:5]2[C:10]([CH:11]=1)=[CH:9][C:8]([O:12][CH3:13])=[CH:7][CH:6]=2 |f:2.3,4.5|. Reported procedure: To a round-bottomed flask containing 4-{[3-methyl-6-(methyloxy)-2-phenyl-1-naphthalenyl]oxy}benzaldehyde (8) (0.157 g, 0.426 mmol) was added 6 mL of an acetone:water (2:1) solution. The slightly turbid solution was cooled in an ice-water bath and sulfamic acid (0.097 g, 0.999 mmol, 2.3 eq) was added portionwise over five minutes. The reaction mixture was stirred for 5 min and sodium chlorite (80% tech. Grade) (0.059 g, 0.52 mmol, 1.23 eq) was added portionwise. The reaction mixture was stirred f... Reactants: O=C([O-])[O-], CCCCn1c(=O)[nH]c(=O)c2c1ncn2Cc1ccccc1, CCI, [K+], [K+], CN(C)C=O. The product is CCCCn1c(=O)n(CC)c(=O)c2c1ncn2Cc1ccccc1. As a reaction SMILES: [C:23](=[O:24])([O-:25])[O-:26].[CH2:1]([CH2:2][CH2:3][CH3:4])[n:5]1[c:6](=[O:22])[nH:7][c:8](=[O:21])[c:9]2[n:10]([CH2:14][c:15]3[cH:16][cH:17][cH:18][cH:19][cH:20]3)[cH:11][n:12][c:13]12.[I:29][CH2:30][CH3:31].[K+:27].[K+:28].[O:32]=[CH:33][N:34]([CH3:35])[CH3:36]>>[CH2:1]([CH2:2][CH2:3][CH3:4])[n:5]1[c:6](=[O:22])[n:7]([CH2:30][CH3:31])[c:8](=[O:21])[c:9]2[n:10]([CH2:14][c:15]3[cH:16][cH:17][cH:18][cH:19][cH:20]3)[cH:11][n:12][c:13]12. Starting materials: O=C(O)c1cccc2c1N=C(c1ccccc1Cl)CC2=O, O, OCCO, O=S(=O)(O)O. Product: O=C1CC(c2ccccc2Cl)=Nc2c1cccc2C(=O)OCCO. RXN SMILES: [Cl:1][c:2]1[c:3]([C:8]2=[N:9][c:10]3[c:11]([C:19](=[O:20])[OH:21])[cH:12][cH:13][cH:14][c:15]3[C:16](=[O:18])[CH2:17]2)[cH:4][cH:5][cH:6][cH:7]1.[OH2:22].[OH:23][CH2:24][CH2:25][OH:26].[S:27](=[O:28])(=[O:29])([OH:30])[OH:31]>>[Cl:1][c:2]1[c:3]([C:8]2=[N:9][c:10]3[c:11]([C:19](=[O:20])[O:21][CH2:25][CH2:24][OH:23])[cH:12][cH:13][cH:14][c:15]3[C:16](=[O:18])[CH2:17]2)[cH:4][cH:5][cH:6][cH:7]1. Starting materials: CO, COC(=O)c1ccc(OCCN(C)C)cc1, [Li+], [OH-]. Yields the product CN(C)CCOc1ccc(C(=O)O)cc1. Reaction SMILES: [CH3:19][OH:20].[CH3:1][O:2][C:3]([c:4]1[cH:5][cH:6][c:7]([O:10][CH2:11][CH2:12][N:13]([CH3:14])[CH3:15])[cH:8][cH:9]1)=[O:16].[Li+:17].[OH-:18]>>[O:2]=[C:3]([c:4]1[cH:5][cH:6][c:7]([O:10][CH2:11][CH2:12][N:13]([CH3:14])[CH3:15])[cH:8][cH:9]1)[OH:16]. The reactants are COC1=C(C=C(C=C1)CN1CCN(CC1)C)N (2-Methoxy-5-(4-methyl-piperazin-1-ylmethyl)-phenylamine), NC=1C=C(C=CC1OC)C(=O)N1CCOCC1 ((3-Amino-4-methoxy-phenyl)-morpholin-4-yl-methanone). Yields the product COC1=C(C=C(C=C1)CN1CCOCC1)N (2-Methoxy-5-morpholin-4-ylmethyl-phenylamine). Reaction SMILES: COC1C=CC(CN2CCN(C)CC2)=CC=1N.[NH2:18][C:19]1[CH:20]=[C:21]([C:27]([N:29]2[CH2:34][CH2:33][O:32][CH2:31][CH2:30]2)=O)[CH:22]=[CH:23][C:24]=1[O:25][CH3:26]>>[CH3:26][O:25][C:24]1[CH:23]=[CH:22][C:21]([CH2:27][N:29]2[CH2:34][CH2:33][O:32][CH2:31][CH2:30]2)=[CH:20][C:19]=1[NH2:18]. Reported procedure: 2-Methoxy-5-morpholin-4-ylmethyl-phenylamine was prepared in an analogous fashion to 2-Methoxy-5-(4-methyl-piperazin-1-ylmethyl)-phenylamine of Example 495a replacing (3-Amino-4-methoxy-phenyl)-(4-methyl-piperazin-1-yl)-methanone with (3-Amino-4-methoxy-phenyl)-morpholin-4-yl-methanone (1.31 g, 73%). LC/MS (E/I+) 223.05 (M+H). Starting materials: N (NH3), BrC1=C(C=C(C=C1)S(=O)(=O)Cl)C (4-bromo-3-methyl-benzenesulfonyl chloride). The solvent is C1CCOC1 (THF). Conditions: temperature 0 celsius, time 6.5 hour. The product is BrC1=C(C=C(C=C1)S(=O)(=O)N)C (4-bromo-3-methyl-benzenesulfonamide). Isolated yield 54.0%. RXN SMILES: [NH3:1].[Br:2][C:3]1[CH:8]=[CH:7][C:6]([S:9](Cl)(=[O:11])=[O:10])=[CH:5][C:4]=1[CH3:13]>C1COCC1>[Br:2][C:3]1[CH:8]=[CH:7][C:6]([S:9]([NH2:1])(=[O:11])=[O:10])=[CH:5][C:4]=1[CH3:13]. Reported procedure: A 28% aqueous NH3 solution (2.0 ml) was added to a solution of 4-bromo-3-methyl-benzenesulfonyl chloride (250 mg, 0.927 mmol) in THF (2.0 ml) at 0° C. The mixture was stirred at 0° C. for 6.5 hours. The reaction mixture was quenched with 1 N HCl and extracted with CH2Cl2. The organic layer was concentrated under reduced pressure, and the resulting residue was purified by silica gel column chromatography (CH2Cl2—AcOEt) to give 4-bromo-3-methyl-benzenesulfonamide as a white powder (126 mg, 54%). Starting materials: CC(C)Cc1ccc(C(C)C(=O)O)cc1, COc1ccc(N)cn1. Reagents/catalysts: CN(C)C(=[N+](C)C)ON1C2=C(C=CC=N2)N=N1.F[P-](F)(F)(F)(F)F (HATU), CCN(C(C)C)C(C)C (DIPEA), C1=CC2=C(N=C1)N(N=N2)O (HOAt). Solvent: CN(C)C=O (DMF), CN(C)C=O (DMF), CN(C)C=O (DMF), CN(C)C=O (DMF), CN(C)C=O (DMF), CN(C)C=O (DMF). Run at temperature 25 celsius, time 2 hour. Yields the product COc1ccc(NC(=O)C(C)c2ccc(CC(C)C)cc2)cn1. Yield: 93.5%. RXN SMILES: COc1ccc(N)cn1.CC(C)Cc1ccc(C(C)C(=O)O)cc1.CN(C)C(=[N+](C)C)ON1C2=C(C=CC=N2)N=N1.F[P-](F)(F)(F)(F)F.C1=CC2=C(N=C1)N(N=N2)O.CCN(C(C)C)C(C)C.CN(C)C=O>>COc1ccc(NC(=O)C(C)c2ccc(CC(C)C)cc2)cn1. The reactants are CC(C)(C)NS(=O)(=O)c1cccc(-c2cn(-c3cc(C(F)(F)F)cc(-c4ccc(C(F)(F)F)cc4)n3)cn2)c1, ClCCl, O=C(O)C(F)(F)F. Product: NS(=O)(=O)c1cccc(-c2cn(-c3cc(C(F)(F)F)cc(-c4ccc(C(F)(F)F)cc4)n3)cn2)c1. Reaction SMILES: [C:1]([CH3:2])([CH3:3])([CH3:4])[NH:5][S:6](=[O:7])(=[O:8])[c:9]1[cH:10][c:11](-[c:15]2[n:16][cH:17][n:18](-[c:20]3[n:21][c:22](-[c:30]4[cH:31][cH:32][c:33]([C:36]([F:37])([F:38])[F:39])[cH:34][cH:35]4)[cH:23][c:24]([C:26]([F:27])([F:28])[F:29])[cH:25]3)[cH:19]2)[cH:12][cH:13][cH:14]1.[Cl:47][CH2:48][Cl:49].[F:40][C:41]([F:42])([F:43])[C:44]([OH:45])=[O:46]>>[NH2:5][S:6](=[O:7])(=[O:8])[c:9]1[cH:10][c:11](-[c:15]2[n:16][cH:17][n:18](-[c:20]3[n:21][c:22](-[c:30]4[cH:31][cH:32][c:33]([C:36]([F:37])([F:38])[F:39])[cH:34][cH:35]4)[cH:23][c:24]([C:26]([F:27])([F:28])[F:29])[cH:25]3)[cH:19]2)[cH:12][cH:13][cH:14]1. The reactants are F (hydrofluoric acid), CC(C)(C)[Si](OCCCCCC1C=CCC1)(C)C (3-(5-[(1,1-Dimethylethyl)dimethylsiloxy]pent-1-yl)cyclopentene), C([O-])(O)=O.[Na+] (sodium bicarbonate). The solvent is C(C)#N (acetonitrile). Run at time 10 minute. Yields the product OCCCCCC1C=CCC1 (3-(5-Hydroxypent-1-yl)cyclopentene). Reaction SMILES: CC([Si](C)(C)[O:6][CH2:7][CH2:8][CH2:9][CH2:10][CH2:11][CH:12]1[CH2:16][CH2:15][CH:14]=[CH:13]1)(C)C.F.C(=O)(O)[O-].[Na+]>C(#N)C>[OH:6][CH2:7][CH2:8][CH2:9][CH2:10][CH2:11][CH:12]1[CH2:16][CH2:15][CH:14]=[CH:13]1 |f:2.3|. Procedure: 3-(5-[(1,1-Dimethylethyl)dimethylsiloxy]pent-1-yl)cyclopentene (300 g, 1.170 moles) is diluted with acetonitrile (3000 ml) and a 40% stock solution of hydrofluoric acid (166 ml) is added. The reaction is stirred at room temperature for 10 minutes and then slowly neutralized with a saturated solution of sodium bicarbonate. The reaction is partitioned between ether (1500 ml) and the aqueous phase extracted with ether (1×1000 ml). The organic layers are combined and the solvent volume is reduced un... The solvent is C(Cl)(Cl)Cl (chloroform), CO (methanol). Procedure: Methyl 5-[(4-chlorophenyl)(methylimino)methyl]-1,4-dimethyl-1H-pyrrole-2-acetate perchlorate (1.5 g, 3.6 mmole) was dissolved in chloroform, extracted with saturated aqueous sodium bicarbonate, dried over sodium sulfate, and concentrated. The residue was treated with dimethyl sulfate (0.5 g, 3.9 mmole) and allowed to stand at 18°-30° C. for two hours. The reaction was dissolved in methanol (10 ml) and treated with saturated aqueous sodium bicarbonate (5 ml) and water (2 ml). The solution was hea... Conditions: time 2 hour. Reaction SMILES: Cl(O)(=O)(=O)=[O:2].[Cl:6][C:7]1[CH:12]=[CH:11][C:10]([C:13](=NC)[C:14]2[N:18]([CH3:19])[C:17]([CH2:20][C:21]([O:23]C)=[O:22])=[CH:16][C:15]=2[CH3:25])=[CH:9][CH:8]=1.S(OC)(OC)(=O)=[O:29].C(=O)(O)[O-].[Na+:39].O>C(Cl)(Cl)Cl.CO>[OH2:2].[OH2:22].[Cl:6][C:7]1[CH:12]=[CH:11][C:10]([C:13]([C:14]2[N:18]([CH3:19])[C:17]([CH2:20][C:21]([O-:23])=[O:22])=[CH:16][C:15]=2[CH3:25])=[O:29])=[CH:9][CH:8]=1.[Na+:39] |f:0.1,3.4,8.9.10.11|. Yield: 76.0%. Yields the product O.O.ClC1=CC=C(C(=O)C2=C(C=C(N2C)CC(=O)[O-])C)C=C1.[Na+] (Sodium 5-(4-chlorobenzoyl)-1,4-dimethyl-1H-pyrrole-2-acetate Dihydrate). Starting materials: S(=O)(=O)(OC)OC (dimethyl sulfate), Cl(=O)(=O)(=O)O.ClC1=CC=C(C=C1)C(C1=C(C=C(N1C)CC(=O)OC)C)=NC (Methyl 5-[(4-chlorophenyl)(methylimino)methyl]-1,4-dimethyl-1H-pyrrole-2-acetate perchlorate), C([O-])(O)=O.[Na+] (sodium bicarbonate), O (water).